Dataset: the Open Reaction Database (ORD), a public repository of structured organic reaction records. Task: describe an organic reaction: reactants, conditions, products, and yield Reactants: BrCCCBr (1,3-dibromopropane), P(OCC)(OCC)OCC (triethyl phosphite), BrCC (bromoethane). Conditions: temperature 130 celsius. Product: BrCCCP(OCC)(=O)OCC (Diethyl 3-bromopropanephosphonate). RXN SMILES: [Br:1][CH2:2][CH2:3][CH2:4]Br.[P:6]([O:13]CC)([O:10][CH2:11][CH3:12])[O:7][CH2:8][CH3:9].BrCC>>[Br:1][CH2:2][CH2:3][CH2:4][P:6]([O:10][CH2:11][CH3:12])(=[O:13])[O:7][CH2:8][CH3:9]. Procedure details: A mixture of 605 g (3.0 mol) of 1,3-dibromopropane and 250 g (1.5 mol) of triethyl phosphite was heated at an oil bath temperature of 130° C., while stirring and passing in nitrogen, for approximately 5 hours until approximately 154 g (1.5 mol) of bromoethane distilled over into a strongly ice-cooled receiver. The reaction mixture was distilled first in a bulb tube and then fractionally. Starting materials: O=Cc1cc(Br)ccc1O, CN(C)c1ccc(B(O)O)cc1, COCCOC, CCOC(C)=O, [Na+], [Na+], O=C([O-])[O-], O. The product is CN(C)c1ccc(-c2ccc(O)c(C=O)c2)cc1. As a reaction SMILES: [Br:1][c:2]1[cH:3][cH:4][c:5]([OH:10])[c:6]([CH:7]=[O:8])[cH:9]1.[CH3:11][N:12]([c:13]1[cH:14][cH:15][c:16]([B:19]([OH:20])[OH:21])[cH:17][cH:18]1)[CH3:22].[CH3:30][O:31][CH2:32][CH2:33][O:34][CH3:35].[CH3:36][CH2:37][O:38][C:39](=[O:40])[CH3:41].[Na+:23].[Na+:24].[O-:25][C:26](=[O:27])[O-:28].[OH2:29]>>[c:2]1(-[c:16]2[cH:15][cH:14][c:13]([N:12]([CH3:11])[CH3:22])[cH:18][cH:17]2)[cH:3][cH:4][c:5]([OH:10])[c:6]([CH:7]=[O:8])[cH:9]1. Starting materials: C(C1=CC=CC=C1)N([C@H](CCO)CCCC)[C@@H](C)C1=CC=CC=C1 ((S)-3-(Benzyl((S)-1-phenylethyl)amino)heptan-1-ol). Reagents/catalysts: [Pd] (Pd/C), [Pd] (Pd/C). Run in CCO (EtOH). Conditions: time 1 day. Product: N[C@H](CCO)CCCC ((S)-3-Aminoheptan-1-ol). The yield is 89.3%. RXN SMILES: C([N:8]([C@H](C1C=CC=CC=1)C)[C@@H:9]([CH2:13][CH2:14][CH2:15][CH3:16])[CH2:10][CH2:11][OH:12])C1C=CC=CC=1>CCO.[Pd]>[NH2:8][C@@H:9]([CH2:13][CH2:14][CH2:15][CH3:16])[CH2:10][CH2:11][OH:12]. Procedure details: A solution of the product from step (iv) (5 g) and 5% Pd/C (0.5 g) in EtOH (25 mL) was hydrogenated under 5 bar at rt for 5 days. A further portion of 5% Pd/C (1.5 g) was added, and the reaction mixture hydrogenated under 5 bar at rt for a further 1 day. The reaction mixture was filtered and the solvent evaporated to give the subtitle compound 1.8 g. Starting materials: CCO, Cl, Cl, COc1cccc(F)c1C=O, NO, [Na+], [OH-], O. Yields the product COc1cccc(F)c1C=NO. Reaction SMILES: [CH3:18][CH2:19][OH:20].[ClH:12].[ClH:17].[F:1][c:2]1[c:3]([CH:4]=[O:5])[c:6]([O:10][CH3:11])[cH:7][cH:8][cH:9]1.[NH2:13][OH:14].[Na+:16].[OH-:15].[OH2:21]>>[F:1][c:2]1[c:3]([CH:4]=[N:13][OH:14])[c:6]([O:10][CH3:11])[cH:7][cH:8][cH:9]1. Reactants: ClCCCCN1N=NC2=C1C=CC=C2 (1-(4-chlorobutyl)-1H-benzotriazole), C1(CCCCC1)N1CCNCC1 (4-(1-cyclohexyl)piperazine), C(C)(C)N(CC)C(C)C (diisopropylethylamine), [I-].[K+] (potassium iodide). Run in C(C)#N (acetonitrile). Product: C1(CCCCC1)N1CCN(CC1)CCCCN1N=NC2=C1C=CC=C2 (1-(4-(4-cyclohexyl piperazine-1-yl)butyl)-1H-benzotriazole). The yield is 63.4%. Reaction SMILES: Cl[CH2:2][CH2:3][CH2:4][CH2:5][N:6]1[C:10]2[CH:11]=[CH:12][CH:13]=[CH:14][C:9]=2[N:8]=[N:7]1.[CH:15]1([N:21]2[CH2:26][CH2:25][NH:24][CH2:23][CH2:22]2)[CH2:20][CH2:19][CH2:18][CH2:17][CH2:16]1.C(N(C(C)C)CC)(C)C.[I-].[K+]>C(#N)C>[CH:15]1([N:21]2[CH2:26][CH2:25][N:24]([CH2:2][CH2:3][CH2:4][CH2:5][N:6]3[C:10]4[CH:11]=[CH:12][CH:13]=[CH:14][C:9]=4[N:8]=[N:7]3)[CH2:23][CH2:22]2)[CH2:20][CH2:19][CH2:18][CH2:17][CH2:16]1 |f:3.4|. Reported procedure: 1-(4-chlorobutyl)-1H-benzotriazole (7.55 g, 0.036 mol) was dissolved into 100 ml of acetonitrile, 4-(1-cyclohexyl)piperazine (5.1 g, 0.03 mol), diisopropylethylamine (15.5 g, 0.12 mol) and potassium iodide (5.0 g, 0.03 mol) were respectively added. The mixture was stirred and mixed, then heated and refluxed to react for 20 hours. The mixture was cooled down to ambient temperature and filtered. The filtrate was concentrated to produce oily products, and treated by chromatography with neutral Al2O... Reactants: O (water), ClC1=C(C#N)C=C(C(=N1)Cl)F (2,6-dichloro-5-fluoro-nicotinonitrile), FC(CO)(F)F (2,2,2-trifluoro-ethanol), [H-].[Na+] (NaH). Run in CN(C=O)C (N,N-dimethylformamide). Conditions: temperature 120 celsius. Yields the product ClC1=NC(=C(C#N)C=C1F)OCC(F)(F)F (6-Chloro-5-fluoro-2-(2,2,2-trifluoro-ethoxy)-nicotinonitrile). The yield is 75.8%. RXN SMILES: Cl[C:2]1[N:9]=[C:8]([Cl:10])[C:7]([F:11])=[CH:6][C:3]=1[C:4]#[N:5].[F:12][C:13]([F:17])([F:16])[CH2:14][OH:15].[H-].[Na+].O>CN(C)C=O>[Cl:10][C:8]1[C:7]([F:11])=[CH:6][C:3]([C:4]#[N:5])=[C:2]([O:15][CH2:14][C:13]([F:17])([F:16])[F:12])[N:9]=1 |f:2.3|. Reported procedure: A mixture of 2,6-dichloro-5-fluoro-nicotinonitrile (900 mg, 5.7 mmol), 2,2,2-trifluoro-ethanol (570 mg, 5.7 mmol), and NaH (60%) (273 mg, 6.8 mmol) in N,N-dimethylformamide (15 mL) was heated at 120° C. overnight. The reaction mixture was poured into water, and extracted with ethyl acetate (2×). The solvent was removed to give the title compound (1100 mg, 76%). MS (DCI/NH3) m/z 255 (M)+, 257 (M+2)+. The reactants are O (H2O), [OH-].[Na+] (sodium hydroxide), O (H2O), C1(=CC=CC=C1)C=1C=NC=C(C(=O)OC)C1 (methyl 5-phenylnicotinate), [H-].[H-].[H-].[H-].[Li+].[Al+3] (LiAlH4), solution. Run in C1CCOC1 (THF). Reaction conditions: time 1 hour. Yields the product OCC=1C=NC=C(C1)C1=CC=CC=C1 (3-Hydroxymethyl-5-phenylpyridine). As a reaction SMILES: [C:1]1([C:7]2[CH:8]=[N:9][CH:10]=[C:11]([CH:16]=2)[C:12](OC)=[O:13])[CH:6]=[CH:5][CH:4]=[CH:3][CH:2]=1.[H-].[H-].[H-].[H-].[Li+].[Al+3].O.[OH-].[Na+]>C1COCC1>[OH:13][CH2:12][C:11]1[CH:10]=[N:9][CH:8]=[C:7]([C:1]2[CH:2]=[CH:3][CH:4]=[CH:5][CH:6]=2)[CH:16]=1 |f:1.2.3.4.5.6,8.9|. Reported procedure: To a solution of methyl 5-phenylnicotinate (640 mg) in THF (20 mL) at 0° C. was added LiAlH4 (3 mL of a 1M solution). After 1 h, H2O (0.12 mL), 15% sodium hydroxide (0.12 mL) and H2O (0.36 mL) were added successively. The mixture was filtered, washing with EtOAc. The filtrate was concentrated and chromatographed (silica gel; EtOAc/hexane (4:1-5:1)) to provide the title compound as a solid. The reactants are O (Water), C(C)(C)(C)OC(=O)N(C(C)C)CCO (2-(N-tert-butoxycarbonyl-N-isopropylamino)-ethanol), C(C1=CC=CC=C1)Br (benzyl bromide), [H-].[Na+] (sodium hydride). Run in O1CCCC1 (tetrahydrofuran), O1CCCC1 (tetrahydrofuran). Run at temperature 60 celsius, time 4 hour. Product: C(C1=CC=CC=C1)OCCN(C(=O)OC(C)(C)C)C(C)C (N-(2-Benzyloxyethyl)-N-(tert-butoxycarbonyl)isopropylamine). The yield is 29.9%. As a reaction SMILES: [C:1]([O:5][C:6]([N:8]([CH2:12][CH2:13][OH:14])[CH:9]([CH3:11])[CH3:10])=[O:7])([CH3:4])([CH3:3])[CH3:2].[CH2:15](Br)[C:16]1[CH:21]=[CH:20][CH:19]=[CH:18][CH:17]=1.[H-].[Na+].O>O1CCCC1>[CH2:15]([O:14][CH2:13][CH2:12][N:8]([CH:9]([CH3:10])[CH3:11])[C:6]([O:5][C:1]([CH3:2])([CH3:3])[CH3:4])=[O:7])[C:16]1[CH:21]=[CH:20][CH:19]=[CH:18][CH:17]=1 |f:2.3|. Reported procedure: A solution of 2-(N-tert-butoxycarbonyl-N-isopropylamino)-ethanol (3.00 g, 14.8 mmol) and benzyl bromide (2.6 ml, 22.1 mmol) in anhydrous tetrahydrofuran (30 ml) was added to a solution of 60% sodium hydride (885 mg, 22.1 mmol) in anhydrous tetrahydrofuran (20 ml) under ice-cooling, and the mixture was stirred at 60° C. for four hours. Water (100 ml) was added to the reaction mixture under ice-cooling, the temperature was returned to room temperature, and the whole was extracted with ethyl acetat... Reactants: O=C(Cl)c1ccccc1, OCCC#Cc1ccc(-c2cccs2)s1, c1ccncc1. Product: C(#Cc1ccc(-c2cccs2)s1)CCOCc1ccccc1. RXN SMILES: [C:16]([c:17]1[cH:18][cH:19][cH:20][cH:21][cH:22]1)([Cl:23])=[O:24].[OH:1][CH2:2][CH2:3][C:4]#[C:5][c:6]1[cH:7][cH:8][c:9](-[c:11]2[s:12][cH:13][cH:14][cH:15]2)[s:10]1.[cH:25]1[cH:26][cH:27][n:28][cH:29][cH:30]1>>[O:1]([CH2:2][CH2:3][C:4]#[C:5][c:6]1[cH:7][cH:8][c:9](-[c:11]2[s:12][cH:13][cH:14][cH:15]2)[s:10]1)[CH2:16][c:17]1[cH:18][cH:19][cH:20][cH:21][cH:22]1.